Dataset: the Open Reaction Database (ORD), a public repository of structured organic reaction records. Task: describe an organic reaction: reactants, conditions, products, and yield Solvent: C1CCOC1 (THF). Run at time 4 hour. Procedure: Lithium borohydride (6.6 mmol, 3.31 mL of a 2M in THF solution) was added dropwise to an ice cold THF solution of 1-(1,1-dimethylethyl) 2-ethyl(2S,3S)-3-methyl-1,2-pyrrolidinedicarboxylate (850 mg, 3.3 mmol) and methanol (0.133 mL, 3.3 mmol). The reaction was warmed to room temperature and then stirred for 4 hours. The reaction was quenched with i-propanol then with saturated NaHCO3. The reaction mixture was extracted 3× with ethyl acetate. The organic layers were dried over MgSO4 and concentrat... RXN SMILES: [BH4-].[Li+].[CH3:3][C@H:4]1[CH2:8][CH2:7][N:6]([C:9]([O:11][C:12]([CH3:15])([CH3:14])[CH3:13])=[O:10])[C@@H:5]1[C:16](OCC)=[O:17].CO>C1COCC1>[OH:17][CH2:16][C@@H:5]1[C@@H:4]([CH3:3])[CH2:8][CH2:7][N:6]1[C:9]([O:11][C:12]([CH3:13])([CH3:15])[CH3:14])=[O:10] |f:0.1|. Product: OC[C@H]1N(CC[C@@H]1C)C(=O)OC(C)(C)C (1,1-Dimethylethyl(2S,3S)-2-(hydroxymethyl)-3-methyl-1-pyrrolidinecarboxylate). Reactants: [BH4-].[Li+] (Lithium borohydride), ice, C[C@@H]1[C@H](N(CC1)C(=O)OC(C)(C)C)C(=O)OCC (1-(1,1-dimethylethyl) 2-ethyl(2S,3S)-3-methyl-1,2-pyrrolidinedicarboxylate), CO (methanol). Starting materials: compound, ( II ), ClC1=C(C(=CC=C1)Cl)C1=CC2=C(N=C(N=C2)S(=O)(=O)C)N(C1=O)C (6-(2,6-dichlorophenyl)-8-methyl-2-methylsulfonyl-8H-pyrido[2,3-d]pyrimidin-7-one), compound, ( III ), O1CCC2=C1C=C(C=C2)N ((2,3-dihydro-6-benzofuranyl)amine). Run in C(C)(=O)O (acetic acid). Yields the product ClC1=C(C(=CC=C1)Cl)C1=CC2=C(N=C(N=C2)NC2=CC3=C(CCO3)C=C2)N(C1=O)C (6-(2,6-dichlorophenyl)-2-[(2,3-dihydro-6-benzofuranyl)amino]-8-methyl-8H-pyrido[2,3-d]pyrimidin-7-one). RXN SMILES: [Cl:1][C:2]1[CH:7]=[CH:6][CH:5]=[C:4]([Cl:8])[C:3]=1[C:9]1[C:22](=[O:23])[N:21]([CH3:24])[C:12]2[N:13]=[C:14](S(C)(=O)=O)[N:15]=[CH:16][C:11]=2[CH:10]=1.[O:25]1[C:29]2[CH:30]=[C:31]([NH2:34])[CH:32]=[CH:33][C:28]=2[CH2:27][CH2:26]1>C(O)(=O)C>[Cl:1][C:2]1[CH:7]=[CH:6][CH:5]=[C:4]([Cl:8])[C:3]=1[C:9]1[C:22](=[O:23])[N:21]([CH3:24])[C:12]2[N:13]=[C:14]([NH:34][C:31]3[CH:32]=[CH:33][C:28]4[CH2:27][CH2:26][O:25][C:29]=4[CH:30]=3)[N:15]=[CH:16][C:11]=2[CH:10]=1. Procedure details: 1 g of compound of formula (II), 6-(2,6-dichlorophenyl)-8-methyl-2-methylsulfonyl-8H-pyrido[2,3-d]pyrimidin-7-one, and 352 mg of the compound of formula (III), (2,3-dihydro-6-benzofuranyl)amine, are heated at 80° C. in 10 ml of acetic acid for 1 h 30. After returning to ambient temperature, the medium is filtered in order to remove an impurity, diluted with water and ethyl acetate and brought to pH 9 with NaHCO3. The organic phase is then washed with a saturated NaCl solution, dried over Na2SO4 ... Reactants: O=C([O-])[O-], CCOC(C)=O, CN(C)C=O, ClCCN1CCOCC1, Cl, [K+], [K+], O, O=C(O)CNS(=O)(=O)c1ccc(Sc2ccccc2)cc1. Yields the product O=C(O)CN(CCN1CCOCC1)S(=O)(=O)c1ccc(Sc2ccccc2)cc1. RXN SMILES: [C:32](=[O:33])([O-:34])[O-:35].[CH3:38][CH2:39][O:40][C:41](=[O:42])[CH3:43].[CH3:44][N:45]([CH3:46])[CH:47]=[O:48].[Cl:23][CH2:24][CH2:25][N:26]1[CH2:27][CH2:28][O:29][CH2:30][CH2:31]1.[ClH:22].[K+:36].[K+:37].[OH2:49].[c:1]1([S:7][c:8]2[cH:9][cH:10][c:11]([S:14](=[O:15])(=[O:16])[NH:17][CH2:18][C:19](=[O:20])[OH:21])[cH:12][cH:13]2)[cH:2][cH:3][cH:4][cH:5][cH:6]1>>[c:1]1([S:7][c:8]2[cH:9][cH:10][c:11]([S:14](=[O:15])(=[O:16])[N:17]([CH2:18][C:19](=[O:20])[OH:21])[CH2:24][CH2:25][N:26]3[CH2:27][CH2:28][O:29][CH2:30][CH2:31]3)[cH:12][cH:13]2)[cH:2][cH:3][cH:4][cH:5][cH:6]1. Reactants: BrC1=CC(=C(C=C1)Cl)CC1=CC=C(C=C1)OCC (4-bromo-1-chloro-2-(4-ethoxy-benzyl)-benzene), [Li]CCCC (BuLi), C(C)(C)(C)[Si](O[C@@H]1[C@@H](O[C@H]2OC(O[C@H]21)(C)C)C=O)(C)C ((3aS,5R,6R,6aS)-6-(tert-butyl-dimethyl-silanyloxy)-2,2-dimethyl-tetrahydro-furo[2,3-d][1,3]dioxole-5-carbaldehyde), ClC1=C(C=C(C=C1)CO)CC1=CC=C(C=C1)OCC ([4-chloro-3-(4-ethoxy-benzyl)-phenyl]-methanol). Solvent: C1CCOC1 (THF), C1CCOC1 (THF). Conditions: temperature -78 celsius, time 30 minute. Yields the product C(C)(C)(C)[Si](O[C@@H]1[C@@H](O[C@H]2OC(O[C@H]21)(C)C)[C@@H](O)C2=CC(=C(C=C2)Cl)CC2=CC=C(C=C2)OCC)(C)C ((S)-[(3aS,5S,6R,6aS)-6-(tert-butyl-dimethyl-silanyloxy)-2,2-dimethyl-tetrahydro-furo[2,3-d][1,3]dioxol-5-yl]-[4-chloro-3-(4-ethoxy-benzyl)-phenyl]-methanol). Isolated yield 30.0%. Reaction SMILES: [Cl:1][C:2]1[CH:7]=[CH:6][C:5]([CH2:8][OH:9])=[CH:4][C:3]=1[CH2:10][C:11]1[CH:16]=[CH:15][C:14]([O:17][CH2:18][CH3:19])=[CH:13][CH:12]=1.BrC1C=CC(Cl)=C(CC2C=CC(OCC)=CC=2)C=1.[Li]CCCC.[C:43]([Si:47]([CH3:62])([CH3:61])[O:48][C@H:49]1[C@H:56]2[C@H:52]([O:53][C:54]([CH3:58])([CH3:57])[O:55]2)[O:51][C@H:50]1C=O)([CH3:46])([CH3:45])[CH3:44]>C1COCC1>[C:43]([Si:47]([CH3:62])([CH3:61])[O:48][C@H:49]1[C@H:56]2[C@H:52]([O:53][C:54]([CH3:58])([CH3:57])[O:55]2)[O:51][C@H:50]1[C@H:8]([C:5]1[CH:6]=[CH:7][C:2]([Cl:1])=[C:3]([CH2:10][C:11]2[CH:12]=[CH:13][C:14]([O:17][CH2:18][CH3:19])=[CH:15][CH:16]=2)[CH:4]=1)[OH:9])([CH3:46])([CH3:45])[CH3:44]. Procedure: Preparation of (S)-[(3aS,5S,6R,6aS)-6-(tert-butyl-dimethyl-silanyloxy)-2,2-dimethyl-tetrahydro-furor-2,3-d][1,3]-dioxol-5-yl]-[4-chloro-3-(4-ethoxy-benzyl)-phenyl]-methanol. To a solution of 4-bromo-1-chloro-2-(4-ethoxy-benzyl)-benzene from step C (3.6 g, 11.1 mmol) in THF (60 ml) under N2 at −78° C. was added dropwise BuLi (2.5 M in hexanes, 4.4 ml, 11.1 mmol). After 30 minutes, aldehyde from step B (2.4 g, 64% clean, 5.1 mmol) in THF (20 ml) was added dropwise, and the reaction was stirred for... Reactants: BrC1=CC=NC=C1 (4-bromopyridine), CCOCC (ether), CN(C(=O)OCC)OC (N-methyl,N-methoxyurethane), CCOCC (ether), C(CCC)[Li] (n-butyllithium), CCOCC (ether). Conditions: temperature -75 celsius, time 15 minute. The product is N1=CC=C(C=C1)C(=O)C1=CC=NC=C1 (di-(4-pyridyl)ketone). Yield: 48.7%. Reaction SMILES: [CH2:1]([Li])[CH2:2][CH2:3][CH3:4].BrC1[CH:12]=[CH:11][N:10]=[CH:9][CH:8]=1.[CH3:13][N:14](OC)C(OCC)=O.CC[O:24][CH2:25][CH3:26]>>[N:14]1[CH:13]=[CH:4][C:3]([C:25]([C:26]2[CH:12]=[CH:11][N:10]=[CH:9][CH:8]=2)=[O:24])=[CH:2][CH:1]=1. Reported procedure: To a solution of n-butyllithium (2.5M, 39 mL, 0.096 mol) in 300 mL of ether cooled to -75° C. was added 4-bromopyridine (15.1 g, 0.095 mol) in 100 mL of ether at such a rate to maintain the internal temperature below -50° C. The resulting mixture was stirred at -75° C. for 15 min, and N-methyl,N-methoxyurethane (5.8 g, 0.043 mol) in 25 mL of ether was added over a 20 min period, and the mixture was warmed to room temperature and then stirred for 2 h. The mixture was quenched with 300 mL of water... Starting materials: N1=C(N=CC=2NCC3N(C12)CCOC3)C3=CN(C1=C(C=CC=C31)OC)C(=O)OC(C)(C)C (tert-butyl 3-(5,6,6a,7,9,10-hexahydro-[1,4]oxazino[3,4-h]pteridin-2-yl)-7-methoxy-1H-indole-1-carboxylate), C(=O)(C(F)(F)F)O (TFA). Run in C(Cl)Cl (CH2Cl2). Product: C(=O)(C(F)(F)F)O (TFA), COC=1C=CC=C2C(=CNC12)C1=NC=2N3C(CNC2C=N1)COCC3 (2-(7-methoxy-1H-indol-3-yl)-5,6,6a,7,9,10-hexahydro-[1,4]oxazino[3,4-h]pteridine). Reaction SMILES: [N:1]1[C:10]2[N:9]3[CH2:11][CH2:12][O:13][CH2:14][CH:8]3[CH2:7][NH:6][C:5]=2[CH:4]=[N:3][C:2]=1[C:15]1[C:23]2[C:18](=[C:19]([O:24][CH3:25])[CH:20]=[CH:21][CH:22]=2)[N:17](C(OC(C)(C)C)=O)[CH:16]=1.[C:33]([OH:39])([C:35]([F:38])([F:37])[F:36])=[O:34]>C(Cl)Cl>[C:33]([OH:39])([C:35]([F:38])([F:37])[F:36])=[O:34].[CH3:25][O:24][C:19]1[CH:20]=[CH:21][CH:22]=[C:23]2[C:18]=1[NH:17][CH:16]=[C:15]2[C:2]1[N:3]=[CH:4][C:5]2[NH:6][CH2:7][CH:8]3[CH2:14][O:13][CH2:12][CH2:11][N:9]3[C:10]=2[N:1]=1. Procedure details: A TFA salt of the title compound was prepared in a manner similar to EXAMPLE 8 using tert-butyl 3-(5,6,6a,7,9,10-hexahydro-[1,4]oxazino[3,4-h]pteridin-2-yl)-7-methoxy-1H-indole-1-carboxylate (60 mg, 0.137 mmol) in CH2Cl2 and TFA. 1H NMR (400 MHz, DMSO-d6) δ 2.92-3.05 (m, 1H), 3.27-3.30 (m, 1H), 3.53-3.66 (m, 1H), 3.76-3.90 (m, 1H), 3.91-3.98 (m, 5H), 3.97-4.06 (m, 1H), 4.08-4.18 (m, 1H), 4.68-4.84 (m, 1H), 6.33-6.45 (br s, 1H), 6.79-6.87 (m, 1H), 7.09-7.20 (m, 1H), 7.38-7.46 (m, 1H), 7.80-7.89 (...